The task is: describe an organic reaction: reactants, conditions, products, and yield. This data is from the Open Reaction Database (ORD), a public repository of structured organic reaction records. The reactants are FC=1C=C(C=O)C=CC1C=1SC2=NC(=CC=C2N1)C1(CC1)C1=CC=CC=C1 (3-fluoro-4-(5-(1-phenylcyclopropyl)thiazolo[5,4-b]pyridin-2-yl)benzaldehyde), Cl.N[C@@H](CC(=O)O)C ((R)-3-aminobutanoic acid hydrochloride). The product is Cl.FC=1C=C(CN[C@@H](CC(=O)O)C)C=CC1C=1SC2=NC(=CC=C2N1)C1(CC1)C1=CC=CC=C1 ((R)-3-(3-fluoro-4-(5-(1-phenylcyclopropyl)thiazolo[5,4-b]pyridin-2-yl)benzylamino)butanoic acid hydrochloride). As a reaction SMILES: [F:1][C:2]1[CH:3]=[C:4]([CH:7]=[CH:8][C:9]=1[C:10]1[S:11][C:12]2[C:17]([N:18]=1)=[CH:16][CH:15]=[C:14]([C:19]1([C:22]3[CH:27]=[CH:26][CH:25]=[CH:24][CH:23]=3)[CH2:21][CH2:20]1)[N:13]=2)[CH:5]=O.[ClH:28].[NH2:29][C@H:30]([CH3:35])[CH2:31][C:32]([OH:34])=[O:33]>>[ClH:28].[F:1][C:2]1[CH:3]=[C:4]([CH:7]=[CH:8][C:9]=1[C:10]1[S:11][C:12]2[C:17]([N:18]=1)=[CH:16][CH:15]=[C:14]([C:19]1([C:22]3[CH:23]=[CH:24][CH:25]=[CH:26][CH:27]=3)[CH2:20][CH2:21]1)[N:13]=2)[CH2:5][NH:29][C@H:30]([CH3:35])[CH2:31][C:32]([OH:34])=[O:33] |f:1.2,3.4|. Procedure details: Reaction of 3-fluoro-4-(5-(1-phenylcyclopropyl)thiazolo[5,4-b]pyridin-2-yl)benzaldehyde (0.040 g, 0.11 mmol) and (R)-3-aminobutanoic acid hydrochloride (0.056 g, 0.40 mmol) according to Reference R and general procedure for reductive amination afforded (R)-3-(3-fluoro-4-(5-(1-phenylcyclopropyl)thiazolo[5,4-b]pyridin-2-yl)benzylamino)butanoic acid hydrochloride. MS (ESI) m/z: calculated: 461.2; Observed: 462.1 (M++1). The reactants are CO, COC(=O)C(F)(c1ccc(C(F)(F)F)cc1)S(=O)(=O)CCC(F)(F)F, N. Product: NC(=O)C(F)(c1ccc(C(F)(F)F)cc1)S(=O)(=O)CCC(F)(F)F. As a reaction SMILES: [CH3:27][OH:28].[F:1][C:2]([C:3](=[O:4])[O:5][CH3:6])([S:7](=[O:8])(=[O:9])[CH2:10][CH2:11][C:12]([F:13])([F:14])[F:15])[c:16]1[cH:17][cH:18][c:19]([C:22]([F:23])([F:24])[F:25])[cH:20][cH:21]1.[NH3:26]>>[F:1][C:2]([C:3](=[O:4])[NH2:26])([S:7](=[O:8])(=[O:9])[CH2:10][CH2:11][C:12]([F:13])([F:14])[F:15])[c:16]1[cH:17][cH:18][c:19]([C:22]([F:23])([F:24])[F:25])[cH:20][cH:21]1. Reactants: NC1=NC(=NN1)SC (5-amino-3-methylthio-1H-1,2,4-triazole), Cl.C(C1=CC=CC=C1)N1CC(C(CC1)C(=O)OCC)=O (1-benzyl-4-carbethoxy-3-oxo-piperidine-hydrochloride), C(C)(=O)O (acetic acid), crude product, N1=CC=CC=C1 (pyridine), CC(=O)C (acetone), N1=CC=CC=C1 (pyridine). Conditions: time 6.5 hour. Yields the product C(C1=CC=CC=C1)C1CNC(C=2N=C3N(CC21)NC(=N3)SC)=O (8-Benzyl-2-methylthio-6,7,8,9-tetrahydro-pyrido[3,4-d]-1,2,4-triazolo[1,5-a]pyrimidine-5(10H)-one). The yield is 91.0%. RXN SMILES: [NH2:1][C:2]1[NH:6][N:5]=[C:4]([S:7][CH3:8])[N:3]=1.Cl.[CH2:10](N1CCC(C(OCC)=O)C(=O)C1)[C:11]1[CH:16]=[CH:15][CH:14]=[CH:13][CH:12]=1.[C:29]([OH:32])(=O)[CH3:30].CC(C)=O.[N:37]1C=[CH:41][CH:40]=[CH:39][CH:38]=1>>[CH2:10]([CH:39]1[C:40]2[CH2:41][N:6]3[NH:5][C:4]([S:7][CH3:8])=[N:3][C:2]3=[N:1][C:30]=2[C:29](=[O:32])[NH:37][CH2:38]1)[C:11]1[CH:12]=[CH:13][CH:14]=[CH:15][CH:16]=1 |f:1.2|. Procedure details: A mixture of 39.05 g (0.3 mole) of 5-amino-3-methylthio-1H-1,2,4-triazole, 1-benzyl-4-carbethoxy-3-oxo-piperidine-hydrochloride and 110 ml of acetic acid is heated to boiling for 6.5 hours. The reaction mixture is allowed to stand overnight, the precipitate is filtered and washed with acetone. Thus 115.30 g of the crude product are obtained. The crude product is dissolved in 130 ml of hot pyridine, and to the pyridine solution 400 ml of acetone are added. The precipitated crystals are filtered, ... Starting materials: CCOC(=O)C1C(c2ccc3c(c2)OCO3)c2ccccc2C1c1ccc2c(c1)OCO2, CCOC(=O)C1=C(c2ccc3c(c2)OCO3)c2ccccc2C1c1ccc2c(c1)OCO2, CO. Yields the product O=C(O)C1C(c2ccc3c(c2)OCO3)c2ccccc2C1c1ccc2c(c1)OCO2. As a reaction SMILES: [CH2:1]1[O:2][c:3]2[cH:4][c:5]([CH:10]3[CH:11]([C:28](=[O:29])[O:30][CH2:31][CH3:32])[CH:12]([c:19]4[cH:20][c:21]5[c:22]([cH:23][cH:24]4)[O:25][CH2:26][O:27]5)[c:13]4[cH:14][cH:15][cH:16][cH:17][c:18]43)[cH:6][cH:7][c:8]2[O:9]1.[CH2:33]([O:34][C:35]([C:36]1=[C:49]([c:50]2[cH:51][cH:52][c:53]3[c:57]([cH:58]2)[O:56][CH2:55][O:54]3)[c:48]2[c:47]([cH:62][cH:61][cH:60][cH:59]2)[CH:37]1[c:38]1[cH:39][cH:40][c:41]2[c:45]([cH:46]1)[O:44][CH2:43][O:42]2)=[O:63])[CH3:64].[CH3:65][OH:66]>>[CH2:1]1[O:2][c:3]2[cH:4][c:5]([CH:10]3[CH:11]([C:28](=[O:29])[OH:30])[CH:12]([c:19]4[cH:20][c:21]5[c:22]([cH:23][cH:24]4)[O:25][CH2:26][O:27]5)[c:13]4[cH:14][cH:15][cH:16][cH:17][c:18]43)[cH:6][cH:7][c:8]2[O:9]1. Starting materials: CC(=O)O, [H][H], CCOC(=O)C1(Nc2ccccc2)CCN(Cc2ccccc2)CC1. Product: CCOC(=O)C1(Nc2ccccc2)CCNCC1. RXN SMILES: [CH3:28][C:29](=[O:30])[OH:31].[H:26][H:27].[NH:1]([c:2]1[cH:3][cH:4][cH:5][cH:6][cH:7]1)[C:8]1([C:21](=[O:22])[O:23][CH2:24][CH3:25])[CH2:9][CH2:10][N:11]([CH2:14][c:15]2[cH:16][cH:17][cH:18][cH:19][cH:20]2)[CH2:12][CH2:13]1>>[NH:1]([c:2]1[cH:3][cH:4][cH:5][cH:6][cH:7]1)[C:8]1([C:21](=[O:22])[O:23][CH2:24][CH3:25])[CH2:9][CH2:10][NH:11][CH2:12][CH2:13]1. The reactants are C(C1=CC=CC=C1)ONC(CC)CC (N-benzyloxy-N-(1-ethylpropyl)amine), O1CCCC1 (tetrahydrofuran), CN(C(=O)Cl)C1=CC=CC=C1 (N-methyl-N-phenylcarbamoyl chloride). Reagents/catalysts: CN(C1=CC=NC=C1)C (4-dimethylaminopyridine). Run in C(C)N(CC)CC (triethylamine). Conditions: temperature 130 celsius. Yields the product C(C1=CC=CC=C1)ON(C(=O)N(C1=CC=CC=C1)C)C(CC)CC (1-benzyloxy-1-(1-ethylpropyl)-3-methyl-3-phenylurea). Isolated yield 59.5%. Reaction SMILES: [CH2:1]([O:8][NH:9][CH:10]([CH2:13][CH3:14])[CH2:11][CH3:12])[C:2]1[CH:7]=[CH:6][CH:5]=[CH:4][CH:3]=1.O1CCCC1.[CH3:20][N:21]([C:25]1[CH:30]=[CH:29][CH:28]=[CH:27][CH:26]=1)[C:22](Cl)=[O:23]>CN(C)C1C=CN=CC=1.C(N(CC)CC)C>[CH2:1]([O:8][N:9]([CH:10]([CH2:13][CH3:14])[CH2:11][CH3:12])[C:22]([N:21]([CH3:20])[C:25]1[CH:30]=[CH:29][CH:28]=[CH:27][CH:26]=1)=[O:23])[C:2]1[CH:7]=[CH:6][CH:5]=[CH:4][CH:3]=1. Procedure: A tube was charged with a stir bar, N-benzyloxy-N-(1-ethylpropyl)amine (2.0 g, 10.3 mmole), tetrahydrofuran (5 mL), triethylamine (4.31 mL), N-methyl-N-phenylcarbamoyl chloride (1.75 g, 10.3 mmole), and 4-dimethylaminopyridine (1 mg). The tube was flushed with nitrogen, sealed and then heated to 130° C. After 48 hours the reaction mixture was cooled to ambient temperature and concentrated under vacuum. The residue was purified by chromatography (silica gel; 9:1 hexanes:ethyl acetate) to provide ... Starting materials: C1CCOC1, O=C(Cl)COCc1ccccc1, CCO, NN, O. Product: NNC(=O)COCc1ccccc1. As a reaction SMILES: [CH2:19]1[O:20][CH2:21][CH2:22][CH2:23]1.[CH2:4]([c:5]1[cH:6][cH:7][cH:8][cH:9][cH:10]1)[O:11][CH2:12][C:13](=[O:14])[Cl:15].[CH3:16][CH2:17][OH:18].[NH2:2][NH2:3].[OH2:1]>>[NH:2]([NH2:3])[C:13]([CH2:12][O:11][CH2:4][c:5]1[cH:6][cH:7][cH:8][cH:9][cH:10]1)=[O:14]. Starting materials: C1(CCCCC1)N=C=NC1CCCCC1 (dicyclohexylcarbodiimide), CC1([C@@H]([C@H]1C=C=C(C)C(=O)OCC)C(=O)O)C ((1R,trans) 2,2-dimethyl-3-(3-ethoxycarbonyl-1,2-butadienyl)-cyclopropane-carboxylic acid), C(#N)[C@H](C1=CC(=CC=C1)OC1=CC=CC=C1)O ((S)α-cyano-3-phenoxy-benzyl alcohol). The reagents and catalysts are CN(C1=CC=NC=C1)C (4-dimethylamino-pyridine). Run in ClCCl (dichloromethane), ClCCl (dichloromethane). Run at temperature 20 celsius, time 18 hour. Product: CC1([C@@H]([C@H]1C=C=C(C)C(=O)OCC)C(=O)O[C@@H](C1=CC(=CC=C1)OC1=CC=CC=C1)C#N)C ((S)α-cyano-3-phenoxy-benzyl (1R,trans) 2,2-dimethyl-3-(3-ethoxycarbonyl-1,2-butadienyl)-cyclopropane-carboxylate). Yield: 41.4%. As a reaction SMILES: C1(N=C=NC2CCCCC2)CCCCC1.[CH3:16][C:17]1([CH3:32])[C@H:19]([CH:20]=[C:21]=[C:22]([C:24]([O:26][CH2:27][CH3:28])=[O:25])[CH3:23])[C@H:18]1[C:29]([OH:31])=[O:30].[C:33]([C@@H:35](O)[C:36]1[CH:41]=[CH:40][CH:39]=[C:38]([O:42][C:43]2[CH:48]=[CH:47][CH:46]=[CH:45][CH:44]=2)[CH:37]=1)#[N:34]>CN(C)C1C=CN=CC=1.ClCCl>[CH3:32][C:17]1([CH3:16])[C@H:19]([CH:20]=[C:21]=[C:22]([C:24]([O:26][CH2:27][CH3:28])=[O:25])[CH3:23])[C@H:18]1[C:29]([O:31][C@H:35]([C:33]#[N:34])[C:36]1[CH:41]=[CH:40][CH:39]=[C:38]([O:42][C:43]2[CH:44]=[CH:45][CH:46]=[CH:47][CH:48]=2)[CH:37]=1)=[O:30]. Procedure: A mixture of 1.3 g of dicyclohexylcarbodiimide and 30 mg of 4-dimethylamino-pyridine in 15 ml of dichloromethane were added to a solution of 1.5 g of the product of Step E, 1.42 g of (S)α-cyano-3-phenoxy-benzyl alcohol and 30 ml of dichloromethane and the mixture was stirred at 20° C. for 18 hours and was filtered. The filtrate was evaporated to dryness under reduced pressure and the residue was chromatographed over silica gel. Elution with a 4-1 hexane-ethyl acetate mixture yielded 1.16 g of (S...